Dataset: the Open Reaction Database (ORD), a public repository of structured organic reaction records. Task: describe an organic reaction: reactants, conditions, products, and yield Reactants: C(C)(=O)OC(=C)C (2-Acetoxypropene), C[O-].C(CCC)[Sn+](CCCC)CCCC (tri-n-butyltin methoxide), ClC1=C(C=CC(=C1)Cl)C=CC=O (3-(2,4-Dichlorophenyl)propenal), C(CC(=O)O)(=O)O (malonic acid). Run in CCOCC (ether). Conditions: temperature -20 celsius, time 1 hour. Yields the product ClC1=C(C=CC(=C1)Cl)C=CC(CC(C)=O)O (6-(2,4-Dichlorophenyl)-4-hydroxy-5-hexene-2-one). The yield is 81.0%. Reaction SMILES: C([O:4][C:5]([CH3:7])=[CH2:6])(=O)C.C[O-].C([Sn+](CCCC)CCCC)CCC.[Cl:23][C:24]1[CH:29]=[C:28]([Cl:30])[CH:27]=[CH:26][C:25]=1[CH:31]=[CH:32][CH:33]=[O:34].C(O)(=O)CC(O)=O>CCOCC>[Cl:23][C:24]1[CH:29]=[C:28]([Cl:30])[CH:27]=[CH:26][C:25]=1[CH:31]=[CH:32][CH:33]([OH:34])[CH2:6][C:5](=[O:4])[CH3:7] |f:1.2|. Procedure: 2-Acetoxypropene (3.3 ml, 30 mmole) and tri-n-butyltin methoxide (5.7 g, 24 mmole) were combined and stirred at 60°-70° C. under N2 for 1 hour then placed under vacuum for an additional 30 minutes. 3-(2,4-Dichlorophenyl)propenal (4 g, 20 mmole) was added and the reaction mixture was stirred at 70° C. under N2 for 4 hours. The clear reaction mixture was then cooled, treated with malonic acid (1 g, 10 mmole) in ether (20 ml) and refluxed for 30 minutes. After cooling to -20° C., the reaction mixtu...